Dataset: the Open Reaction Database (ORD), a public repository of structured organic reaction records. Task: describe an organic reaction: reactants, conditions, products, and yield Yields the product O=C(c1c(Cl)cccc1Cl)P(=O)(c1ccccc1)c1ccccc1. As a reaction SMILES: [C:25]([O:26][OH:27])([CH3:28])([CH3:29])[CH3:30].[Cl:31][c:32]1[cH:33][cH:34][cH:35][cH:36][cH:37]1.[OH:1][CH:2]([c:3]1[c:4]([Cl:10])[cH:5][cH:6][cH:7][c:8]1[Cl:9])[P:11]([c:12]1[cH:13][cH:14][cH:15][cH:16][cH:17]1)([c:18]1[cH:19][cH:20][cH:21][cH:22][cH:23]1)=[O:24]>>[O:1]=[C:2]([c:3]1[c:4]([Cl:10])[cH:5][cH:6][cH:7][c:8]1[Cl:9])[P:11]([c:12]1[cH:13][cH:14][cH:15][cH:16][cH:17]1)([c:18]1[cH:19][cH:20][cH:21][cH:22][cH:23]1)=[O:24]. Reactants: CC(C)(C)OO, Clc1ccccc1, O=P(c1ccccc1)(c1ccccc1)C(O)c1c(Cl)cccc1Cl. Starting materials: NC1=C(C(N(C(N1CCC)=O)CCC)=O)NC(C(CC1=CC=C(C=C1)SCC(=O)OC(C)(C)C)C)=O (2-[[4-[3-[(6-amino-1-propyl-1,2,3,4-tetrahydro-3-propyl-2,4-dioxo-5-pyrimidinyl)amino]-2-methyl-3-oxopropyl]phenyl]thio]-acetic acid, 1,1-dimethylethyl ester). The solvent is O (water), C(C)O (ethanol), [OH-].[K+] (potassium hydroxide). Conditions: temperature 55 celsius. Yields the product C(CC)N1C(N(C=2NC(=NC2C1=O)C(CC1=CC=C(C=C1)SCC(=O)O)C)CCC)=O (2-[4-[2-(2,3,6,9-Tetrahydro1,3-dipropyl-2,6-dioxo-1H-purin-8-yl)propyl]phenylthio]acetic acid). As a reaction SMILES: [NH2:1][C:2]1[N:7]([CH2:8][CH2:9][CH3:10])[C:6](=[O:11])[N:5]([CH2:12][CH2:13][CH3:14])[C:4](=[O:15])[C:3]=1[NH:16][C:17](=O)[CH:18]([CH3:35])[CH2:19][C:20]1[CH:25]=[CH:24][C:23]([S:26][CH2:27][C:28]([O:30]C(C)(C)C)=[O:29])=[CH:22][CH:21]=1>C(O)C.[OH-].[K+].O>[CH2:12]([N:5]1[C:4](=[O:15])[C:3]2[N:16]=[C:17]([CH:18]([CH3:35])[CH2:19][C:20]3[CH:25]=[CH:24][C:23]([S:26][CH2:27][C:28]([OH:30])=[O:29])=[CH:22][CH:21]=3)[NH:1][C:2]=2[N:7]([CH2:8][CH2:9][CH3:10])[C:6]1=[O:11])[CH2:13][CH3:14] |f:2.3|. Procedure details: Dissolve 2-[[4-[3-[(6-amino-1-propyl-1,2,3,4-tetrahydro-3-propyl-2,4-dioxo-5-pyrimidinyl)amino]-2-methyl-3-oxopropyl]phenyl]thio]-acetic acid, 1,1-dimethylethyl ester (1.65 g, 3.18 mmol) in a mixture of ethanol (30 mL) and 15% potassium hydroxide (30 mL). Heat at 55° C. and stir for several hours. Cool, acidify and dilute with water (200 mL). Filter the precipitate and dry to give the title compound.